From a dataset of the Open Reaction Database (ORD), a public repository of structured organic reaction records. describe an organic reaction: reactants, conditions, products, and yield Starting materials: O=C1N(C=2N(C(=C1CC1=CC=C(C=C1)C=1C(=CC=CC1)C#N)CCC)N=CN2)C2CCNCC2 (4′-[(5-oxo-4-piperidin-4-yl-7-propyl-4,5-dihydro[1,2,4]triazolo[1,5-a]pyrimidin-6-yl)methyl]biphenyl-2-carbonitrile), O1CCCCC1.O1C=CC(C=C1)=O (tetrahydropyran 4H-pyran-4-one), C(C)(=O)O[BH-](OC(C)=O)OC(C)=O.[Na+] (sodium triacetoxyborohydride). The solvent is O1CCCC1 (tetrahydrofuran), C(O)([O-])=O.[Na+] (sodium hydrogen carbonate). Reaction conditions: time 15 hour. Product: O=C1N(C=2N(C(=C1CC1=CC=C(C=C1)C=1C(=CC=CC1)C#N)CCC)N=CN2)C2CCN(CC2)C2CCOCC2 (4′-({5-oxo-7-propyl-4-[1-(tetrahydro-2H-pyran-4-yl)piperidin-4-yl]-4,5-dihydro[1,2,4]triazolo[1,5-a]pyrimidin-6-yl}methyl)biphenyl-2-carbonitrile), compound. The yield is 59.0%. As a reaction SMILES: [O:1]=[C:2]1[C:7]([CH2:8][C:9]2[CH:14]=[CH:13][C:12]([C:15]3[C:16]([C:21]#[N:22])=[CH:17][CH:18]=[CH:19][CH:20]=3)=[CH:11][CH:10]=2)=[C:6]([CH2:23][CH2:24][CH3:25])[N:5]2[N:26]=[CH:27][N:28]=[C:4]2[N:3]1[CH:29]1[CH2:34][CH2:33][NH:32][CH2:31][CH2:30]1.[O:35]1[CH2:40][CH2:39][CH2:38][CH2:37][CH2:36]1.O1C=CC(=O)C=C1.C(O[BH-](OC(=O)C)OC(=O)C)(=O)C.[Na+]>O1CCCC1.C(=O)([O-])O.[Na+]>[O:1]=[C:2]1[C:7]([CH2:8][C:9]2[CH:10]=[CH:11][C:12]([C:15]3[C:16]([C:21]#[N:22])=[CH:17][CH:18]=[CH:19][CH:20]=3)=[CH:13][CH:14]=2)=[C:6]([CH2:23][CH2:24][CH3:25])[N:5]2[N:26]=[CH:27][N:28]=[C:4]2[N:3]1[CH:29]1[CH2:30][CH2:31][N:32]([CH:38]2[CH2:39][CH2:40][O:35][CH2:36][CH2:37]2)[CH2:33][CH2:34]1 |f:1.2,3.4,6.7|. Procedure details: To a solution of 4′-[(5-oxo-4-piperidin-4-yl-7-propyl-4,5-dihydro[1,2,4]triazolo[1,5-a]pyrimidin-6-yl)methyl]biphenyl-2-carbonitrile (453 mg) and tetrahydropyran-4H-pyran-4-one (120 mg) in tetrahydrofuran (20 mL) was added sodium triacetoxyborohydride (318 mg), and the mixture was stirred at room temperature for 15 hr. The reaction mixture was diluted with saturated aqueous sodium hydrogen carbonate solution, and the mixture was extracted with ethyl acetate. The extract was washed with saturated... Reactants: methyl ester, ClCCC(CCCCC(=O)O)O ((+)-8-chloro-6hydroxy-octanoic acid), N1=CC=CC=C1 (pyridine), S(=O)(Cl)Cl (thionyl chloride), ice water. Solvent: C1(=CC=CC=C1)C (toluene), C1(=CC=CC=C1)C (toluene). Product: methyl ester, ClC(CCCCC(=O)O)CCCl ((-)-6,8-Dichloro-octanoic acid). Reaction SMILES: [Cl:1][CH2:2][CH2:3][CH:4](O)[CH2:5][CH2:6][CH2:7][CH2:8][C:9]([OH:11])=[O:10].N1C=CC=CC=1.S(Cl)([Cl:21])=O>C1(C)C=CC=CC=1>[Cl:21][CH:4]([CH2:3][CH2:2][Cl:1])[CH2:5][CH2:6][CH2:7][CH2:8][C:9]([OH:11])=[O:10]. Procedure: To a solution of 2.4 g (11.0 mmoles) of the methyl ester of (+)-8-chloro-6hydroxy-octanoic acid (+)-(VIII) (R=Me) and 0.04 g (0.5 mmoles) of pyridine in 8 ml toluene, 1.6 g (13.5 mmoles) of thionyl chloride in 5 ml of toluene were added slowly. The mixture was then refluxed for 1 hour. After cooling to room temperature, the reaction mixture was added to 20 ml ice water and the organic phase was separated and washed with 10 mL of water and dried over magnesium sulfate. After that, the solvent was... The reactants are C(CCC)SC=C1CC[C@@H](C(C1O)(C)C)OC1OCCCC1 ((3S)-6-butylthiomethylene-2,2-dimethyl-3-tetrahydropyranyloxycyclohexan-1-ol), C(C)O (ethanol), C1=CC=CC=C1 (benzene). The reagents and catalysts are C([O-])([O-])=O.[Cd+2] (cadmium carbonate), [Hg](Cl)Cl (mercury dichloride). The solvent is O (water). Conditions: time 5 minute. Yields the product CC1(C=C(CC[C@@H]1OC1OCCCC1)C=O)C ((4S)-3,3-dimethyl-4-tetrahydropyranyloxycyclohexene-1-carbaldehyde), C(CCC)SC=C1CC[C@@H](C(C1=O)(C)C)OC1OCCCC1 ((3S)-6-butylthiomethylene-2,2-dimethyl-3-tetrahydropyranyloxycyclohexanone). As a reaction SMILES: [CH2:1]([S:5][CH:6]=[C:7]1[CH:12]([OH:13])[C:11]([CH3:15])([CH3:14])[C@@H:10]([O:16][CH:17]2[CH2:22][CH2:21][CH2:20][CH2:19][O:18]2)[CH2:9][CH2:8]1)[CH2:2][CH2:3][CH3:4].C([OH:25])C.C1C=CC=CC=1>C(=O)([O-])[O-].[Cd+2].[Hg](Cl)Cl.O>[CH3:14][C:11]1([CH3:15])[C@@H:10]([O:16][CH:17]2[CH2:22][CH2:21][CH2:20][CH2:19][O:18]2)[CH2:9][CH2:8][C:7]([CH:6]=[O:25])=[CH:12]1.[CH2:1]([S:5][CH:6]=[C:7]1[C:12](=[O:13])[C:11]([CH3:14])([CH3:15])[C@@H:10]([O:16][CH:17]2[CH2:22][CH2:21][CH2:20][CH2:19][O:18]2)[CH2:9][CH2:8]1)[CH2:2][CH2:3][CH3:4] |f:3.4|. Procedure details: The crude compound (7) (2.00 g), cadmium carbonate (1.10 g, 6.4 mmoles) and mercury dichloride (1.74 g, 6.4 mmoles) were added to 95% ethanol (45 ml), and the solution was stirred for 5 minutes under reflux. After cooling, benzene and water were added, and the mixture was filtered through Celite. The filtrate was extracted twice with benzene, washed with an aqueous solution of sodium chloride, and dried over magnesium sulfate. The product was filtered and concentrated to give 1.32 g of a crude c... The reactants are [BH4-], O=C([O-])O, ClCCl, CC(C)O, CC(C)(CCl)C(=O)C(Oc1ccc(Cl)cc1)n1ccnc1, [Na+], [Na+], O=S(=O)(O)c1cccc2c(S(=O)(=O)O)cccc12. Product: CC(C)(CCl)C(O)C(Oc1ccc(Cl)cc1)n1ccnc1. As a reaction SMILES: [BH4-:45].[C:40](=[O:41])([OH:42])[O-:43].[CH2:47]([Cl:48])[Cl:49].[CH:50]([OH:51])([CH3:52])[CH3:53].[Cl:19][CH2:20][C:21]([C:22]([CH:23]([n:24]1[cH:25][n:26][cH:27][cH:28]1)[O:29][c:30]1[cH:31][cH:32][c:33]([Cl:36])[cH:34][cH:35]1)=[O:37])([CH3:38])[CH3:39].[Na+:44].[Na+:46].[c:1]1([S:2]([OH:3])(=[O:4])=[O:5])[c:6]2[cH:7][cH:8][cH:9][c:10]([S:11]([OH:12])(=[O:13])=[O:14])[c:15]2[cH:16][cH:17][cH:18]1>>[Cl:19][CH2:20][C:21]([CH:22]([CH:23]([n:24]1[cH:25][n:26][cH:27][cH:28]1)[O:29][c:30]1[cH:31][cH:32][c:33]([Cl:36])[cH:34][cH:35]1)[OH:37])([CH3:38])[CH3:39]. Reactants: [N+](=O)([O-])C=1SC(=CC1C(=O)N)C1=CC=C(C=C1)C=1N=NN(C1)COCC[Si](C)(C)C (2-nitro-5-[4-(1-{[2-(trimethylsilyl)ethoxy]methyl}-1H-1,2,3-triazol-4-yl)phenyl]thiophene-3-carboxamide). Reagents/catalysts: [Pt] (Pt/C). The solvent is CO (MeOH), CO (MeOH), CN(C)C=O (DMF). Reaction conditions: time 8 hour. The product is NC=1SC(=CC1C(=O)N)C1=CC=C(C=C1)C=1N=NN(C1)COCC[Si](C)(C)C (2-Amino-5-[4-(1-{[2-(trimethylsilyl)ethoxy]methyl}-1H-1,2,3-triazol-4-yl)phenyl]thiophene-3-carboxamide). Reaction SMILES: [N+:1]([C:4]1[S:5][C:6]([C:12]2[CH:17]=[CH:16][C:15]([C:18]3[N:19]=[N:20][N:21]([CH2:23][O:24][CH2:25][CH2:26][Si:27]([CH3:30])([CH3:29])[CH3:28])[CH:22]=3)=[CH:14][CH:13]=2)=[CH:7][C:8]=1[C:9]([NH2:11])=[O:10])([O-])=O>CO.CN(C=O)C.[Pt]>[NH2:1][C:4]1[S:5][C:6]([C:12]2[CH:17]=[CH:16][C:15]([C:18]3[N:19]=[N:20][N:21]([CH2:23][O:24][CH2:25][CH2:26][Si:27]([CH3:30])([CH3:29])[CH3:28])[CH:22]=3)=[CH:14][CH:13]=2)=[CH:7][C:8]=1[C:9]([NH2:11])=[O:10]. Procedure details: To a solution of 2-nitro-5-[4-(1-{[2-(trimethylsilyl)ethoxy]methyl}-1H-1,2,3-triazol-4-yl)phenyl]thiophene-3-carboxamide (440 mg, 0.99 mmol) in MeOH (15 mL) was added 3% Pt/C doped with 0.6% V (64 mg, 9.9 μmmol). The reaction was stirred under a hydrogen balloon at room temperature overnight. The solution was diluted with MeOH and DMF, filtered through Celite, and evaporated. The crude was triturated with MeOH and filtered to isolate the title compound as a gray solid. The mother liquor was conc... The reactants are N1C=NC=C1 (imidazole), N1CCNCC1 (piperazine), [OH-].[Na+] (NaOH). Run in O (water). Yields the product N1C=NC=C1.N1CCNCC1 (Imidazole Piperazine). RXN SMILES: [NH:1]1[CH:5]=[CH:4][N:3]=[CH:2]1.[NH:6]1[CH2:11][CH2:10][NH:9][CH2:8][CH2:7]1.[OH-].[Na+]>O>[NH:1]1[CH:5]=[CH:4][N:3]=[CH:2]1.[NH:6]1[CH2:11][CH2:10][NH:9][CH2:8][CH2:7]1 |f:2.3,5.6|. Reported procedure: 68.8 g (1.0 mole) of imidazole, 260.4 g (3.0 mole) of piperazine were solved in 699 ml of water and reacted with 370 g (4.0 mole) of epicholrhydrin as described in example no. 2 but at a pH of 7 which was held constant using NaOH. Reactants: CC(=O)Oc1cccc([IH2]=O)c1OC(C)=O, O=C(O)C1CCCN1C(=O)OCc1ccccc1, CO, ClCCl, I. Product: COC1CCCN1C(=O)OCc1ccccc1. As a reaction SMILES: [C:19]([O:20][c:22]1[c:23]([O:24][C:25](=[O:26])[CH3:27])[c:28]([IH2:29]=[O:30])[cH:31][cH:32][cH:33]1)(=[O:21])[CH3:34].[CH2:1]([c:2]1[cH:3][cH:4][cH:5][cH:6][cH:7]1)[O:8][C:9](=[O:10])[N:11]1[CH:12]([C:16]([OH:17])=[O:18])[CH2:13][CH2:14][CH2:15]1.[CH3:36][OH:37].[Cl:38][CH2:39][Cl:40].[I:35]>>[CH2:1]([c:2]1[cH:3][cH:4][cH:5][cH:6][cH:7]1)[O:8][C:9](=[O:10])[N:11]1[CH:12]([O:21][CH3:19])[CH2:13][CH2:14][CH2:15]1. Reactants: N[C@H]1[C@@H](N(CC1)C(CNC1=NC=NC2=CC(=C(C=C12)Cl)Cl)=O)C (1-((2S,3R)-3-Amino-2-methylpyrrolidin-1-yl)-2-(6,7-dichloroquinazolin-4-ylamino)ethanone), O1CCC(CC1)=O (dihydro-2H-pyran-4(3H)-one). Yields the product ClC=1C=C2C(=NC=NC2=CC1Cl)NCC(=O)N1[C@H]([C@@H](CC1)NC1CCOCC1)C (2-(6,7-Dichloroquinazolin-4-ylamino)-1-((2S,3R)-2-methyl-3-(tetrahydro-2H-pyran-4-ylamino)pyrrolidin-1-yl)ethanone). RXN SMILES: [NH2:1][C@@H:2]1[CH2:6][CH2:5][N:4]([C:7](=[O:22])[CH2:8][NH:9][C:10]2[C:19]3[C:14](=[CH:15][C:16]([Cl:21])=[C:17]([Cl:20])[CH:18]=3)[N:13]=[CH:12][N:11]=2)[C@H:3]1[CH3:23].[O:24]1[CH2:29][CH2:28][C:27](=O)[CH2:26][CH2:25]1>>[Cl:20][C:17]1[CH:18]=[C:19]2[C:14](=[CH:15][C:16]=1[Cl:21])[N:13]=[CH:12][N:11]=[C:10]2[NH:9][CH2:8][C:7]([N:4]1[CH2:5][CH2:6][C@@H:2]([NH:1][CH:27]2[CH2:28][CH2:29][O:24][CH2:25][CH2:26]2)[C@@H:3]1[CH3:23])=[O:22]. Reported procedure: 2-(6,7-Dichloroquinazolin-4-ylamino)-1-((2S,3R)-2-methyl-3-(tetrahydro-2H-pyran-4-ylamino)pyrrolidin-1-yl)ethanone was synthesized from 1-((2S,3R)-3-Amino-2-methylpyrrolidin-1-yl)-2-(6,7-dichloroquinazolin-4-ylamino)ethanone and dihydro-2H-pyran-4(3H)-one using general procedure E. RP-HPLC (Table 1, Method a) Rt 1.52; m/z: (M+H)+ 438. Reactants: Cc1ccccc1, CC(=O)O, OCCCCCCCl, O, c1ccncc1. Product: CC(=O)OCCCCCCCl. As a reaction SMILES: [CH3:20][c:21]1[cH:22][cH:23][cH:24][cH:25][cH:26]1.[CH3:9][C:10]([OH:11])=[O:12].[Cl:1][CH2:2][CH2:3][CH2:4][CH2:5][CH2:6][CH2:7][OH:8].[OH2:19].[cH:13]1[cH:14][cH:15][n:16][cH:17][cH:18]1>>[Cl:1][CH2:2][CH2:3][CH2:4][CH2:5][CH2:6][CH2:7][O:8][C:10]([CH3:9])=[O:11]. Starting materials: C(C1=CC=CC=C1)(=O)C=1C=NC=CC1 (3-benzoylpyridine), O (water), [H-].[Na+] (Sodium hydride), [Br-].C(=O)(O)CCCCCCCCCC[P+](C1=CC=CC=C1)(C1=CC=CC=C1)C1=CC=CC=C1 (10-carboxydecyltriphenylphosphonium bromide). Solvent: CS(=O)C (dimethyl sulfoxide), CCCCCC (hexane), CS(=O)C (dimethyl sulfoxide). Reaction conditions: temperature 85 celsius, time 10 minute. Yields the product C1(=CC=CC=C1)/C(=C/CCCCCCCCCC(=O)O)/C=1C=NC=CC1 ((Z)-12-phenyl-12 -(3-pyridyl)-11-dodecenoic acid). Yield: 26.9%. RXN SMILES: [H-].[Na+].[Br-].[C:4]([CH2:7][CH2:8][CH2:9][CH2:10][CH2:11][CH2:12][CH2:13][CH2:14][CH2:15][CH2:16][P+](C1C=CC=CC=1)(C1C=CC=CC=1)C1C=CC=CC=1)([OH:6])=[O:5].[C:36]([C:44]1[CH:45]=[N:46][CH:47]=[CH:48][CH:49]=1)(=O)[C:37]1[CH:42]=[CH:41][CH:40]=[CH:39][CH:38]=1.O>CCCCCC.CS(C)=O>[C:37]1(/[C:36](/[C:44]2[CH:45]=[N:46][CH:47]=[CH:48][CH:49]=2)=[CH:16]/[CH2:15][CH2:14][CH2:13][CH2:12][CH2:11][CH2:10][CH2:9][CH2:8][CH2:7][C:4]([OH:6])=[O:5])[CH:42]=[CH:41][CH:40]=[CH:39][CH:38]=1 |f:0.1,2.3|. Procedure: Sodium hydride (60% dispersion in oil, 2.7 g, 68 mmoles) was washed with hexane and, after removal of the hexane under reduced pressure, dimethyl sulfoxide (40 ml) was added and the mixture was stirred with heating at 85° C. for an hour. After cooling, a dimethyl sulfoxide solution (20 ml) containing 10-carboxydecyltriphenylphosphonium bromide (18.0 g, 34 mmoles) was added dropwise to the mixture. After 10 minutes, a solution of 3-benzoylpyridine (6.2 g, 33.8 mmoles) in dimethyl sulfoxide (10 ml...